Dataset: the Open Reaction Database (ORD), a public repository of structured organic reaction records. Task: describe an organic reaction: reactants, conditions, products, and yield The product is NC(=O)c1cc2c(nc1N)[nH]c1ccccc12. Reaction SMILES: [Al+3:26].[Cl-:25].[Cl-:27].[Cl-:28].[NH2:1][c:2]1[c:3]([C:22](=[O:23])[NH2:24])[cH:4][c:5]2[c:6]([n:7]([CH2:14][c:15]3[cH:16][cH:17][cH:18][cH:19][cH:20]3)[c:8]3[cH:9][cH:10][cH:11][cH:12][c:13]23)[n:21]1.[cH:29]1[cH:30][cH:31][cH:32][cH:33][cH:34]1>>[NH2:1][c:2]1[c:3]([C:22](=[O:23])[NH2:24])[cH:4][c:5]2[c:6]([nH:7][c:8]3[cH:9][cH:10][cH:11][cH:12][c:13]23)[n:21]1. The reactants are [Al+3], [Cl-], [Cl-], [Cl-], NC(=O)c1cc2c3ccccc3n(Cc3ccccc3)c2nc1N, c1ccccc1.